Dataset: the Open Reaction Database (ORD), a public repository of structured organic reaction records. Task: describe an organic reaction: reactants, conditions, products, and yield The reactants are N[C@@H]([C@@H](C)CC)C(=O)OC (L-isoleucine, methyl ester), CC(C)(OC(=O)N[C@H](C(CN(C(=O)N[C@@H]([C@@H](C)CC)C(=O)OC)C(C)C)O)CC(C)C)C ([[(3S)-3-[[(1,1-Dimethylethoxy)carbonyl]amino]-2-hydroxy-5-methylhexyl(1-methylethyl)amino]carbonyl]-L-isoleucine, methyl ester). Run in Cl (hydrochloric acid), O1CCOCC1 (dioxane). The product is N[C@H](C(CN(C(=O)N[C@@H]([C@@H](C)CC)C(=O)OC)C(C)C)O)CC(C)C (N-[[[(3S)-3-amino-2-hydroxy-5-methylhexyl](1-methylethyl)amino]carbonyl]-L-isoleucine, methyl ester). Reaction SMILES: N[C@H](C(OC)=O)[C@H](CC)C.CC(C)(OC([NH:17][C@@H:18]([CH2:38][CH:39]([CH3:41])[CH3:40])[CH:19]([OH:37])[CH2:20][N:21]([CH:34]([CH3:36])[CH3:35])[C:22]([NH:24][C@H:25]([C:30]([O:32][CH3:33])=[O:31])[C@H:26]([CH2:28][CH3:29])[CH3:27])=[O:23])=O)C>Cl.O1CCOCC1>[NH2:17][C@@H:18]([CH2:38][CH:39]([CH3:40])[CH3:41])[CH:19]([OH:37])[CH2:20][N:21]([CH:34]([CH3:35])[CH3:36])[C:22]([NH:24][C@H:25]([C:30]([O:32][CH3:33])=[O:31])[C@H:26]([CH2:28][CH3:29])[CH3:27])=[O:23]. Procedure: The L-isoleucine, methyl ester, isomer A product from part (a) (0.25 g., 0.544 mmole) is dissolved in a solution of hydrochloric acid in dioxane (2N, 2.25 ml.). After keeping the solution at room temperature for 4 hours, it is evaporated in vacuo to give N-[[[(3S)-3-amino-2-hydroxy-5-methylhexyl](1-methylethyl)amino]carbonyl]-L-isoleucine, methyl ester, isomer A. Reactants: C1COCCN1, CCCCCC, CCSc1nc(Cl)cc(C)c1C(=O)O, ClCCl, [Na+], [OH-]. The product is CCSc1nc(N2CCOCC2)cc(C)c1C(=O)O. Reaction SMILES: [CH2:15]1[CH2:16][O:17][CH2:18][CH2:19][NH:20]1.[CH3:26][CH2:27][CH2:28][CH2:29][CH2:30][CH3:31].[Cl:1][c:2]1[cH:3][c:4]([CH3:14])[c:5]([C:11](=[O:12])[OH:13])[c:6]([S:8][CH2:9][CH3:10])[n:7]1.[Cl:23][CH2:24][Cl:25].[Na+:22].[OH-:21]>>[c:2]1([N:20]2[CH2:15][CH2:16][O:17][CH2:18][CH2:19]2)[cH:3][c:4]([CH3:14])[c:5]([C:11](=[O:12])[OH:13])[c:6]([S:8][CH2:9][CH3:10])[n:7]1. Starting materials: CC(=O)[O-], [Li]CCCC, CCCCCC, NOS(=O)(=O)O, [Na+], O=S=O, C1CCOC1, O, O, O, c1cnc2ccsc2c1. Yields the product NS(=O)(=O)c1cc2ncccc2s1. As a reaction SMILES: [C:21]([O-:22])(=[O:23])[CH3:24].[CH2:10]([Li:11])[CH2:12][CH2:13][CH3:14].[CH3:37][CH2:38][CH2:39][CH2:40][CH2:41][CH3:42].[NH2:26][O:27][S:28]([OH:29])(=[O:30])=[O:31].[Na+:25].[O:15]=[S:16]=[O:17].[O:32]1[CH2:33][CH2:34][CH2:35][CH2:36]1.[OH2:18].[OH2:19].[OH2:20].[s:1]1[cH:2][cH:3][c:4]2[n:5][cH:6][cH:7][cH:8][c:9]12>>[s:1]1[c:2]([S:16](=[O:15])(=[O:17])[NH2:26])[cH:3][c:4]2[n:5][cH:6][cH:7][cH:8][c:9]12.